From a dataset of the Open Reaction Database (ORD), a public repository of structured organic reaction records. describe an organic reaction: reactants, conditions, products, and yield Reactants: ClC1=C(C(=O)O)C=CC(=N1)C(F)(F)F (2-chloro-6-(trifluoromethyl)nicotinic acid), N1CCCC1 (pyrrolidine). Reaction conditions: time 24 hour. The product is N1(CCCC1)C1=C(C(=O)O)C=CC(=N1)C(F)(F)F (2-Pyrrolidin-1-yl-6-(trifluoromethyl)nicotinic acid). Yield: 95.2%. Reaction SMILES: Cl[C:2]1[N:10]=[C:9]([C:11]([F:14])([F:13])[F:12])[CH:8]=[CH:7][C:3]=1[C:4]([OH:6])=[O:5].[NH:15]1[CH2:19][CH2:18][CH2:17][CH2:16]1>>[N:15]1([C:2]2[N:10]=[C:9]([C:11]([F:14])([F:13])[F:12])[CH:8]=[CH:7][C:3]=2[C:4]([OH:6])=[O:5])[CH2:19][CH2:18][CH2:17][CH2:16]1. Procedure: A mixture of 2-chloro-6-(trifluoromethyl)nicotinic acid (purchased from APOLLO, 5.0 g, 22.2 mmol) and pyrrolidine (40 ml, 562 mmol) was stirred for 24 hours at room temperature according to J. Med. Chem., 2005, 48, 71-90). Then the reaction mixture was evaporated in vacuo to give the title compound (5.5 g, 95%). Starting materials: CCc1ccc(Cn2ccc3c(CO)cccc32)cc1, ClCCl. The product is CCc1ccc(Cn2ccc3c(C=O)cccc32)cc1. As a reaction SMILES: [CH2:1]([CH3:2])[c:3]1[cH:4][cH:5][c:6]([CH2:7][n:8]2[cH:9][cH:10][c:11]3[c:12]([CH2:17][OH:18])[cH:13][cH:14][cH:15][c:16]23)[cH:19][cH:20]1.[Cl:21][CH2:22][Cl:23]>>[CH2:1]([CH3:2])[c:3]1[cH:4][cH:5][c:6]([CH2:7][n:8]2[cH:9][cH:10][c:11]3[c:12]([CH:17]=[O:18])[cH:13][cH:14][cH:15][c:16]23)[cH:19][cH:20]1. The reactants are ClC1=NC=CC2=CC(=CC=C12)S(=O)(=O)OC1=C(C(=C(C(=C1F)F)F)F)F (perfluorophenyl 1-chloroisoquinoline-6-sulfonate), ClC=1C=C(C(=NC1Cl)OC)B(O)O ((5,6-dichloro-2-methoxypyridin-3-yl)boronic acid), C([O-])([O-])=O.[K+].[K+] (potassium carbonate). The reagents and catalysts are C=1C=CC(=CC1)[P](C=2C=CC=CC2)(C=3C=CC=CC3)[Pd]([P](C=4C=CC=CC4)(C=5C=CC=CC5)C=6C=CC=CC6)([P](C=7C=CC=CC7)(C=8C=CC=CC8)C=9C=CC=CC9)[P](C=1C=CC=CC1)(C=1C=CC=CC1)C=1C=CC=CC1 (Pd(Ph3P)4). Reaction conditions: temperature 40 celsius. The product is ClC=1C=C(C(=NC1Cl)OC)C1=NC=CC2=CC(=CC=C12)S(=O)(=O)OC1=C(C(=C(C(=C1F)F)F)F)F (perfluorophenyl 1-(5,6-dichloro-2-methoxypyridin-3-yl)isoquinoline-6-sulfonate). Reaction SMILES: Cl[C:2]1[C:11]2[C:6](=[CH:7][C:8]([S:12]([O:15][C:16]3[C:21]([F:22])=[C:20]([F:23])[C:19]([F:24])=[C:18]([F:25])[C:17]=3[F:26])(=[O:14])=[O:13])=[CH:9][CH:10]=2)[CH:5]=[CH:4][N:3]=1.[Cl:27][C:28]1[CH:29]=[C:30](B(O)O)[C:31]([O:35][CH3:36])=[N:32][C:33]=1[Cl:34].C(=O)([O-])[O-].[K+].[K+]>C1C=CC([P]([Pd]([P](C2C=CC=CC=2)(C2C=CC=CC=2)C2C=CC=CC=2)([P](C2C=CC=CC=2)(C2C=CC=CC=2)C2C=CC=CC=2)[P](C2C=CC=CC=2)(C2C=CC=CC=2)C2C=CC=CC=2)(C2C=CC=CC=2)C2C=CC=CC=2)=CC=1>[Cl:27][C:28]1[CH:29]=[C:30]([C:2]2[C:11]3[C:6](=[CH:7][C:8]([S:12]([O:15][C:16]4[C:21]([F:22])=[C:20]([F:23])[C:19]([F:24])=[C:18]([F:25])[C:17]=4[F:26])(=[O:14])=[O:13])=[CH:9][CH:10]=3)[CH:5]=[CH:4][N:3]=2)[C:31]([O:35][CH3:36])=[N:32][C:33]=1[Cl:34] |f:2.3.4,^1:49,51,70,89|. Procedure: A vial was charged with perfluorophenyl 1-chloroisoquinoline-6-sulfonate (From Step 1 in Example 73; 0.050 g, 0.122 mmol), (5,6-dichloro-2-methoxypyridin-3-yl)boronic acid (0.030 g, 0.134 mmol), potassium carbonate (0.051 g, 0.366 mmol), and Pd(Ph3P)4 (0.014 g, 0.012 mmol). The vial was flushed with Ar (g), then dioxane (0.915 ml) and water (0.305 ml) were added. The reaction was heated at 40° C. for one hour. The reaction was diluted with ethyl acetate and washed with water. The aqueous layer w... The reactants are FC(C(=O)O)(F)F (Trifluoroacetic acid), OC(CCN1CCNCCC1)(C1=CC=CC=C1)C1=CC(=CC=C1)O (1-[3-hydroxy-3-(3-hydroxyphenyl)-3-phenylpropyl]homopiperazine). Solvent: C(Cl)Cl (CH2Cl2). Conditions: time 2.5 hour. Yields the product OC=1C=C(C=CC1)C(=CCN1CCNCCC1)C1=CC=CC=C1 (1-[3-(3-hydroxyphenyl)-3-phenyl-2-propenyl]homopiperazine). As a reaction SMILES: FC(F)(F)C(O)=O.O[C:9]([C:25]1[CH:30]=[CH:29][CH:28]=[C:27]([OH:31])[CH:26]=1)([C:19]1[CH:24]=[CH:23][CH:22]=[CH:21][CH:20]=1)[CH2:10][CH2:11][N:12]1[CH2:18][CH2:17][CH2:16][NH:15][CH2:14][CH2:13]1>C(Cl)Cl>[OH:31][C:27]1[CH:26]=[C:25]([C:9]([C:19]2[CH:24]=[CH:23][CH:22]=[CH:21][CH:20]=2)=[CH:10][CH2:11][N:12]2[CH2:18][CH2:17][CH2:16][NH:15][CH2:14][CH2:13]2)[CH:30]=[CH:29][CH:28]=1. Procedure: Trifluoroacetic acid (4.75 mL) was added to a solution of 1-[3-hydroxy-3-(3-hydroxyphenyl)-3-phenylpropyl]homopiperazine (Compound No. 295, 60 mg, 0.184 mmol) in CH2Cl2 (0.25 mL). The reaction mixture was stirred at room temperature for 2.5 h. The trifluoroacetic acid was evaporated to afford 1-[3-(3-hydroxyphenyl)-3-phenyl-2-propenyl]homopiperazine as a colorless oil used without further purification. Starting materials: CCN(C(C)C)C(C)C (DIPEA), C=1C=CC2=C(C1)N=NN2O (HOBt), CCN=C=NCCCN(C)C (EDCI), C(C)OC(CCN)OCC (3,3-diethoxy-propylamine), COCC(C(=O)O)(C)COC (3-methoxy-2-methoxymethyl-2-methyl-propionic acid). The solvent is C(Cl)Cl (DCM), C(Cl)Cl (DCM), C1CCOC1 (THF). Reaction conditions: time 23 hour. Product: C(C)OC(CCNC(C(COC)(C)COC)=O)OCC (N-(3,3-diethoxy-propyl)-3-methoxy-2-methoxymethyl-2-methyl-propionamide). Isolated yield 80.7%. RXN SMILES: [CH3:1][O:2][CH2:3][C:4]([CH2:9][O:10][CH3:11])([CH3:8])[C:5]([OH:7])=O.CCN(C(C)C)C(C)C.C1C=CC2N(O)N=NC=2C=1.CCN=C=NCCCN(C)C.[CH2:42]([O:44][CH:45]([O:49][CH2:50][CH3:51])[CH2:46][CH2:47][NH2:48])[CH3:43]>C(Cl)Cl.C1COCC1>[CH2:42]([O:44][CH:45]([O:49][CH2:50][CH3:51])[CH2:46][CH2:47][NH:48][C:5](=[O:7])[C:4]([CH2:3][O:2][CH3:1])([CH3:8])[CH2:9][O:10][CH3:11])[CH3:43]. Reported procedure: 5 g of 3-methoxy-2-methoxymethyl-2-methyl-propionic acid (prepared as in EP609058) were dissolved in 49 mL of DCM and 12 mL of THF. 11.4 mL of DIPEA, 5.84 g of HOBt, 7.07 g of EDCI and 5.45 g of 3,3-diethoxy-propylamine were added sequentially. The mixture was stirred for 23 h at rt, diluted with DCM and washed with sat. NaHCO3. The organic phase was dried over anh. Na2SO4 and concentrated in vacuo. The resulting crude material was purified by CC using heptane/EtOAc from 3/1 to 0/1 as eluant to ... Reactants: [Cl-].O1C(CCCC1)=C[P+](C1=CC=CC=C1)(C1=CC=CC=C1)C1=CC=CC=C1 ([(tetrahydro-2H-pyran-2-ylidene)methyl]triphenylphosphonium chloride), C1(CCCCC1)C=O (cyclohexanecarbaldehyde). Run in C=1(C(=CC=CC1)C)C (xylene). Product: C1(CCCCC1)C=CC(CCCCCl)=O (1-cyclohexyl-7-chloro-1-hepten-3-one). Reaction SMILES: [Cl-:1].[O:2]1[CH2:7][CH2:6][CH2:5][CH2:4][C:3]1=[CH:8][P+](C1C=CC=CC=1)(C1C=CC=CC=1)C1C=CC=CC=1.[CH:28]1([CH:34]=O)[CH2:33][CH2:32][CH2:31][CH2:30][CH2:29]1>C1(C)C(C)=CC=CC=1>[CH:28]1([CH:34]=[CH:8][C:3](=[O:2])[CH2:4][CH2:5][CH2:6][CH2:7][Cl:1])[CH2:29][CH2:30][CH2:31][CH2:32][CH2:33]1 |f:0.1|. Reported procedure: 2 parts of [(tetrahydro-2H-pyran-2-ylidene)methyl]triphenylphosphonium chloride and 1.2 parts of cyclohexanecarbaldehyde were combined in 45 parts of xylene. This suspension was maintained under a nitrogen atmosphere and was refluxed for about 4 hours until a clear solution formed. After cooling the solution to room temperature, xylene was removed at a temperature of about 60° C. and under reduced pressure, leaving a product mixture. This mixture was separated chromatographically on a silica col... The reactants are CI, [H-], OC1(c2ccc(I)cc2)CCOCC1, [Na+], CN(C)C=O, O. Product: COC1(c2ccc(I)cc2)CCOCC1. As a reaction SMILES: [CH3:17][I:18].[H-:15].[I:1][c:2]1[cH:3][cH:4][c:5]([C:8]2([OH:14])[CH2:9][CH2:10][O:11][CH2:12][CH2:13]2)[cH:6][cH:7]1.[Na+:16].[O:20]=[CH:21][N:22]([CH3:23])[CH3:24].[OH2:19]>>[I:1][c:2]1[cH:3][cH:4][c:5]([C:8]2([O:14][CH3:17])[CH2:9][CH2:10][O:11][CH2:12][CH2:13]2)[cH:6][cH:7]1.